From a dataset of the Open Reaction Database (ORD), a public repository of structured organic reaction records. describe an organic reaction: reactants, conditions, products, and yield Starting materials: Brc1ccc(OCCN2CCCC2)cc1, OB(O)c1cc2ccccc2s1. Yields the product c1ccc2sc(-c3ccc(OCCN4CCCC4)cc3)cc2c1. Reaction SMILES: [Br:13][c:14]1[cH:15][cH:16][c:17]([O:18][CH2:19][CH2:20][N:21]2[CH2:22][CH2:23][CH2:24][CH2:25]2)[cH:26][cH:27]1.[s:1]1[c:2]2[c:3]([cH:4][c:5]1[B:6]([OH:7])[OH:8])[cH:9][cH:10][cH:11][cH:12]2>>[s:1]1[c:2]2[c:3]([cH:4][c:5]1-[c:14]1[cH:15][cH:16][c:17]([O:18][CH2:19][CH2:20][N:21]3[CH2:22][CH2:23][CH2:24][CH2:25]3)[cH:26][cH:27]1)[cH:9][cH:10][cH:11][cH:12]2. Reactants: CC1=C(N=CN1)CNCCN (N-(5-methyl-4-imidazolylmethyl)ethylenediamine), CN=C=O (methyl isocyanate). Yields the product CNC(=O)NCCNCC=1N=CNC1C (N-Methyl-N'-[2-((5-methyl-4-imidazolyl)methylamino)ethyl]urea). As a reaction SMILES: [CH3:1][C:2]1[NH:6][CH:5]=[N:4][C:3]=1[CH2:7][NH:8][CH2:9][CH2:10][NH2:11].[CH3:12][N:13]=[C:14]=[O:15]>>[CH3:12][NH:13][C:14]([NH:11][CH2:10][CH2:9][NH:8][CH2:7][C:3]1[N:4]=[CH:5][NH:6][C:2]=1[CH3:1])=[O:15]. Procedure details: By the procedure of Example 24, N-(5-methyl-4-imidazolylmethyl)ethylenediamine is reacted with methyl isocyanate to give, after concentrating and separating the residue by column chromatography, the title compound. The reactants are C1CCOC1, CCN(C(C)C)C(C)C, O=C(Cl)C(=O)Cl, Cl, Nc1ccc(-c2ccc(S(=O)(=O)O)cc2)cc1, CN(C)C=O, O=C(O)c1cc2ccccc2o1. The product is O=C(Nc1ccc(-c2ccc(S(=O)(=O)O)cc2)cc1)c1cc2ccccc2o1. As a reaction SMILES: [CH2:46]1[O:47][CH2:48][CH2:49][CH2:50]1.[CH:36]([N:37]([CH2:38][CH3:39])[CH:40]([CH3:41])[CH3:42])([CH3:43])[CH3:44].[Cl:13][C:14]([C:15]([Cl:16])=[O:17])=[O:18].[ClH:45].[NH2:19][c:20]1[cH:21][cH:22][c:23](-[c:26]2[cH:27][cH:28][c:29]([S:32](=[O:33])(=[O:34])[OH:35])[cH:30][cH:31]2)[cH:24][cH:25]1.[O:51]=[CH:52][N:53]([CH3:54])[CH3:55].[o:1]1[c:2]([C:10](=[O:11])[OH:12])[cH:3][c:4]2[c:5]1[cH:6][cH:7][cH:8][cH:9]2>>[o:1]1[c:2]([C:10](=[O:12])[NH:19][c:20]2[cH:21][cH:22][c:23](-[c:26]3[cH:27][cH:28][c:29]([S:32](=[O:33])(=[O:34])[OH:35])[cH:30][cH:31]3)[cH:24][cH:25]2)[cH:3][c:4]2[c:5]1[cH:6][cH:7][cH:8][cH:9]2. Starting materials: COC1=CC=C(C=C1)C(CC)O (4-Methoxyphenylpropanol), [H-].[Na+] (sodium hydride), O1CCCC1 (tetrahydrofuran), C(Br)C1CO1 (epibromohydrin). Conditions: temperature 60 celsius, time 65 hour. Product: O1C(CC(CCOCCC(CC2CO2)C2=CC=C(C=C2)OC)C2=CC=C(C=C2)OC)C1 (2,3-epoxypropyl-4-methoxyphenylpropyl ether). RXN SMILES: [CH3:1][O:2][C:3]1[CH:8]=[CH:7][C:6]([CH:9](O)[CH2:10][CH3:11])=[CH:5][CH:4]=1.[H-].[Na+].[CH2:15]([CH:17]1[O:19][CH2:18]1)Br.[O:20]1[CH2:24][CH2:23][CH2:22][CH2:21]1>>[O:19]1[CH2:18][CH:17]1[CH2:15][CH:22]([C:21]1[CH:7]=[CH:8][C:3]([O:2][CH3:1])=[CH:4][CH:5]=1)[CH2:23][CH2:24][O:20][CH2:11][CH2:10][CH:9]([C:6]1[CH:7]=[CH:8][C:3]([O:2][CH3:1])=[CH:4][CH:5]=1)[CH2:15][CH:17]1[O:19][CH2:18]1 |f:1.2|. Reported procedure: 4-Methoxyphenylpropanol (15 g, 0.090M) was added dropwise to a stirred slurry of sodium hydride (4.0 g of a 60% dispersion in oil, 0.10M) in dry tetrahydrofuran (100 ml) and the stirred mixture was heated at 60° C. for 1 hour under a gentle stream of dry nitrogen. On cooling, epibromohydrin (12.8 g 0.0934M) was added and the mixture was stirred at ambient temperature for 65 hours. The solvent was evaporated off under reduced pressure and the residue was treated with water (800 ml) and extracted ... The reactants are C1(CC1)COC=1C=CC2=C(N=C(O2)C2=C(C(=NO2)OC[C@H](C)NC(OC(C)(C)C)=O)C)C1 (tert-butyl [(1S)-2-({5-[5-(cyclopropylmethoxy)-1,3-benzoxazol-2-yl]-4-methylisoxazol-3-yl}oxy)-1-methylethyl]carbamate), N1=CC=CC=C1 (pyridine). Product: C1(CC1)COC=1C=CC2=C(N=C(O2)C2=C(C(=NO2)OC[C@H](C)NC(=O)N)C)C1 (1-[(1S)-2-({5-[5-(cyclopropylmethoxy)-1,3-benzoxazol-2-yl]-4-methylisoxazol-3-yl}oxy)-1-methylethyl]urea). As a reaction SMILES: [CH:1]1([CH2:4][O:5][C:6]2[CH:7]=[CH:8][C:9]3[O:13][C:12]([C:14]4[O:18][N:17]=[C:16]([O:19][CH2:20][C@@H:21]([NH:23][C:24](=O)[O:25]C(C)(C)C)[CH3:22])[C:15]=4[CH3:31])=[N:11][C:10]=3[CH:32]=2)[CH2:3][CH2:2]1.[N:33]1C=CC=CC=1>>[CH:1]1([CH2:4][O:5][C:6]2[CH:7]=[CH:8][C:9]3[O:13][C:12]([C:14]4[O:18][N:17]=[C:16]([O:19][CH2:20][C@@H:21]([NH:23][C:24]([NH2:33])=[O:25])[CH3:22])[C:15]=4[CH3:31])=[N:11][C:10]=3[CH:32]=2)[CH2:3][CH2:2]1. Reported procedure: Using tert-butyl [(1S)-2-({5-[5-(cyclopropylmethoxy)-1,3-benzoxazol-2-yl]-4-methylisoxazol-3-yl}oxy)-1-methylethyl]carbamate, and in the same manner as in Example 22 (using pyridine instead of triethylamine), the title compound was obtained.